This data is from the Open Reaction Database (ORD), a public repository of structured organic reaction records. The task is: describe an organic reaction: reactants, conditions, products, and yield Starting materials: CO, COC(=O)c1csc(Cc2cccc(Cl)c2)c1OCCO[Si](C)(C)C(C)(C)C, [Li+], C1CCOC1, [OH-]. The product is CC(C)(C)[Si](C)(C)OCCOc1c(C(=O)O)csc1Cc1cccc(Cl)c1. RXN SMILES: [CH3:31][OH:32].[Cl:1][c:2]1[cH:3][c:4]([CH2:8][c:9]2[c:10]([O:18][CH2:19][CH2:20][O:21][Si:22]([CH3:23])([CH3:24])[C:25]([CH3:26])([CH3:27])[CH3:28])[c:11]([C:14](=[O:15])[O:16][CH3:17])[cH:12][s:13]2)[cH:5][cH:6][cH:7]1.[Li+:29].[O:33]1[CH2:34][CH2:35][CH2:36][CH2:37]1.[OH-:30]>>[Cl:1][c:2]1[cH:3][c:4]([CH2:8][c:9]2[c:10]([O:18][CH2:19][CH2:20][O:21][Si:22]([CH3:23])([CH3:24])[C:25]([CH3:26])([CH3:27])[CH3:28])[c:11]([C:14](=[O:15])[OH:16])[cH:12][s:13]2)[cH:5][cH:6][cH:7]1. Starting materials: ClC1=C(C(=CC(=C1)C(F)(F)F)Cl)N1C(=NC(=C1N)SC(F)(F)F)Cl (1-(2,6-dichloro-4-trifluoromethylphenyl)-5-amino-2-chloro-4-trifluoromethylsulfenylimidazole), C(C)(C)(C)ON=O (t-butylnitrite). Procedure details: To a solution of 2.0 g (4.64 mmole) of 1-(2,6-dichloro-4-trifluoromethylphenyl)-5-amino-2-chloro-4-trifluoromethylsulfenylimidazole in 40 ml of tetrahydrofuran was added 2.76 ml (23.2 mmole) of t-butylnitrite. The resulting mixture was heated to reflux under a nitrogen atmosphere for 2 h. The mixture was evaporated to dryness and the residue was purified by column chromatography using 10% ethyl acetate in hexane to give 1.6 g (83.0% yield) of the desired product, mp 112° C. Yields the product ClC1=C(C(=CC(=C1)C(F)(F)F)Cl)N1C(=NC(=C1)SC(F)(F)F)Cl (1-(2,6-dichloro-4-trifluoromethylphenyl)-2-chloro-4-trifluoromethylsulfenylimidazole). Yield: 83.0%. As a reaction SMILES: [Cl:1][C:2]1[CH:7]=[C:6]([C:8]([F:11])([F:10])[F:9])[CH:5]=[C:4]([Cl:12])[C:3]=1[N:13]1[C:17](N)=[C:16]([S:19][C:20]([F:23])([F:22])[F:21])[N:15]=[C:14]1[Cl:24].C(ON=O)(C)(C)C>O1CCCC1>[Cl:1][C:2]1[CH:7]=[C:6]([C:8]([F:11])([F:10])[F:9])[CH:5]=[C:4]([Cl:12])[C:3]=1[N:13]1[CH:17]=[C:16]([S:19][C:20]([F:23])([F:22])[F:21])[N:15]=[C:14]1[Cl:24]. The solvent is O1CCCC1 (tetrahydrofuran). Reactants: CCO, CN(C)CCCOc1ccc([N+](=O)[O-])cc1. The product is CN(C)CCCOc1ccc(N)cc1. Reaction SMILES: [CH3:17][CH2:18][OH:19].[CH3:1][N:2]([CH3:3])[CH2:4][CH2:5][CH2:6][O:7][c:8]1[cH:9][cH:10][c:11]([N+:14]([O-:15])=[O:16])[cH:12][cH:13]1>>[CH3:1][N:2]([CH3:3])[CH2:4][CH2:5][CH2:6][O:7][c:8]1[cH:9][cH:10][c:11]([NH2:14])[cH:12][cH:13]1. Reactants: CCO, ClCC1CO1, ClCCl, O=C(C1CCCO1)N1CCNCC1. Product: O=C(C1CCCO1)N1CCN(CC(O)CCl)CC1. As a reaction SMILES: [CH3:19][CH2:20][OH:21].[CH:14]1([CH2:15][Cl:16])[CH2:17][O:18]1.[Cl:22][CH2:23][Cl:24].[O:1]1[CH:2]([C:6](=[O:7])[N:8]2[CH2:9][CH2:10][NH:11][CH2:12][CH2:13]2)[CH2:3][CH2:4][CH2:5]1>>[O:1]1[CH:2]([C:6](=[O:7])[N:8]2[CH2:9][CH2:10][N:11]([CH2:17][CH:14]([CH2:15][Cl:16])[OH:18])[CH2:12][CH2:13]2)[CH2:3][CH2:4][CH2:5]1. Reactants: C1CO1, OC(CF)CF, [K+], [OH-]. Product: OCCOC(CF)CF. As a reaction SMILES: [CH2:9]1[CH2:10][O:11]1.[F:1][CH2:2][CH:3]([CH2:4][F:5])[OH:6].[K+:8].[OH-:7]>>[F:1][CH2:2][CH:3]([CH2:4][F:5])[O:6][CH2:9][CH2:10][OH:11].